Dataset: the Open Reaction Database (ORD), a public repository of structured organic reaction records. Task: describe an organic reaction: reactants, conditions, products, and yield The reactants are CC(C)c1cnn(-c2ccccc2C(F)(F)F)c1CBr, O=C([O-])[O-], COC(=O)c1cccc(C=Cc2ccc(O)cc2C)c1, CC#N, [K+], [K+]. The product is COC(=O)c1cccc(C=Cc2ccc(OCc3c(C(C)C)cnn3-c3ccccc3C(F)(F)F)cc2C)c1. RXN SMILES: [Br:27][CH2:28][c:29]1[c:30]([CH:44]([CH3:45])[CH3:46])[cH:31][n:32][n:33]1-[c:34]1[c:35]([C:40]([F:41])([F:42])[F:43])[cH:36][cH:37][cH:38][cH:39]1.[C:21](=[O:22])([O-:23])[O-:24].[CH3:1][O:2][C:3]([c:4]1[cH:5][c:6]([CH:10]=[CH:11][c:12]2[c:13]([CH3:19])[cH:14][c:15]([OH:18])[cH:16][cH:17]2)[cH:7][cH:8][cH:9]1)=[O:20].[CH3:47][C:48]#[N:49].[K+:25].[K+:26]>>[CH3:1][O:2][C:3]([c:4]1[cH:5][c:6]([CH:10]=[CH:11][c:12]2[c:13]([CH3:19])[cH:14][c:15]([O:18][CH2:28][c:29]3[c:30]([CH:44]([CH3:45])[CH3:46])[cH:31][n:32][n:33]3-[c:34]3[c:35]([C:40]([F:41])([F:42])[F:43])[cH:36][cH:37][cH:38][cH:39]3)[cH:16][cH:17]2)[cH:7][cH:8][cH:9]1)=[O:20]. Reactants: CN(C)C=O, ClCCOCc1ccccn1, Cl, [N-]=[N+]=[N-], [Na+]. Product: [N-]=[N+]=NCCOCc1ccccn1. As a reaction SMILES: [CH3:17][N:18]([CH3:19])[CH:20]=[O:21].[Cl:2][CH2:3][CH2:4][O:5][CH2:6][c:7]1[n:8][cH:9][cH:10][cH:11][cH:12]1.[ClH:1].[N-:14]=[N+:15]=[N-:16].[Na+:13]>>[CH2:3]([CH2:4][O:5][CH2:6][c:7]1[n:8][cH:9][cH:10][cH:11][cH:12]1)[N:14]=[N+:15]=[N-:16]. The reactants are CCOCC, COc1cc(CCO)cc2c1OCO2, [Na+], O, O=C([O-])O, BrP(Br)Br. Product: COc1cc(CCBr)cc2c1OCO2. RXN SMILES: [CH2:25]([O:26][CH2:27][CH3:28])[CH3:29].[CH3:1][O:2][c:3]1[cH:4][c:5]([CH2:12][CH2:13][OH:14])[cH:6][c:7]2[c:8]1[O:9][CH2:10][O:11]2.[Na+:20].[OH2:19].[OH:21][C:22](=[O:23])[O-:24].[P:15]([Br:16])([Br:17])[Br:18]>>[CH3:1][O:2][c:3]1[cH:4][c:5]([CH2:12][CH2:13][Br:16])[cH:6][c:7]2[c:8]1[O:9][CH2:10][O:11]2. Starting materials: CN1CCNCC1, O=[N+]([O-])c1cc(Nc2ccccc2)c(F)cc1NCC1CCCCC1, CN(C)C=O, O. Product: CN1CCN(c2cc(NCC3CCCCC3)c([N+](=O)[O-])cc2Nc2ccccc2)CC1. As a reaction SMILES: [CH3:26][N:27]1[CH2:28][CH2:29][NH:30][CH2:31][CH2:32]1.[CH:1]1([CH2:7][NH:8][c:9]2[cH:10][c:11]([F:25])[c:12]([NH:18][c:19]3[cH:20][cH:21][cH:22][cH:23][cH:24]3)[cH:13][c:14]2[N+:15](=[O:16])[O-:17])[CH2:2][CH2:3][CH2:4][CH2:5][CH2:6]1.[O:34]=[CH:35][N:36]([CH3:37])[CH3:38].[OH2:33]>>[CH:1]1([CH2:7][NH:8][c:9]2[cH:10][c:11]([N:30]3[CH2:29][CH2:28][N:27]([CH3:26])[CH2:32][CH2:31]3)[c:12]([NH:18][c:19]3[cH:20][cH:21][cH:22][cH:23][cH:24]3)[cH:13][c:14]2[N+:15](=[O:16])[O-:17])[CH2:2][CH2:3][CH2:4][CH2:5][CH2:6]1. Starting materials: solution, C[Al](C)C (trimethyl aluminum), O (water), C(C)(=O)OC1CC2=CC[C@H]3[C@@H]4CC=C(C(C)=O)[C@]4(CC[C@@H]3[C@]2(CC1)C)C (3-acetoxy-pregna-5,16-dien-20-one), O1CCOCC1 (dioxane), O1CCOCC1 (dioxane). Reagents/catalysts: [Cu]Br (copper(I) bromide). Solvent: CCCCCC (hexane). Reaction conditions: temperature 22 celsius, time 3 hour. The product is C(C)(=O)OC1CC2=CC[C@H]3[C@@H]4C[C@H]([C@H](C(C)=O)[C@]4(CC[C@@H]3[C@]2(CC1)C)C)CC (3-Acetoxy-16α-ethyl-pregn-5-en-20-one). As a reaction SMILES: [C:1]([O:4][CH:5]1[CH2:24][CH2:23][C@@:22]2([CH3:25])[C:7](=[CH:8][CH2:9][C@@H:10]3[C@@H:21]2[CH2:20][CH2:19][C@@:18]2([CH3:26])[C@H:11]3[CH2:12][CH:13]=[C:14]2[C:15](=[O:17])[CH3:16])[CH2:6]1)(=[O:3])[CH3:2].C[Al](C)C.O.O1CCO[CH2:34][CH2:33]1>CCCCCC.[Cu]Br>[C:1]([O:4][CH:5]1[CH2:24][CH2:23][C@@:22]2([CH3:25])[C:7](=[CH:8][CH2:9][C@@H:10]3[C@@H:21]2[CH2:20][CH2:19][C@@:18]2([CH3:26])[C@H:11]3[CH2:12][C@@H:13]([CH2:33][CH3:34])[C@@H:14]2[C:15](=[O:17])[CH3:16])[CH2:6]1)(=[O:3])[CH3:2]. Reported procedure: 3.56 g (10 mmol) of 3-acetoxy-pregna-5,16-dien-20-one is dissolved in 20 ml of dioxane at 20° C. and mixed with 143.3 g (1 mmol) of copper(I) bromide. 11 ml (11 mmol) of a 1 molar solution of trimethyl aluminum in hexane is added to the reaction at room temperature under nitrogen atmosphere and, after completion of the addition, stirred for 3 hours more at 22° C. For hydrolysis of the reaction solution, 1 ml of water dissolved in 5 ml of dioxane is carefully added to the reaction. It is stirred ... Starting materials: [N+](=O)([O-])C1=CC=C(C=C1)COC(=O)C=1N2C(C(C2C(C1SC1COC(C1)COC(=O)N)C)C(C)O)=O (3-[[5[[(Aminocarbonyl)oxy]methyl]tetrahydro-3-furanyl]thio]-6(1-hydroxyethyl)-4-methyl-7-oxo-1-azabicyclo[3.2.0]hept-2-ene-2-carboxylic acid (4-nitrophenyl)methyl ester), C([O-])(O)=O.[Na+] (sodium bicarbonate), O (water), [H][H] (hydrogen). The reagents and catalysts are [Pd] (palladium/carbon). The solvent is O1CCOCC1 (dioxane). The product is [Na+].NC(=O)OCC1CC(CO1)SC1=C(N2C(C(C2C1C)C(C)O)=O)C(=O)[O-] ([[5-[[(Aminocarbonyl)oxy]methyl]tetrahydro-3-furanyl]thio]-6-(1-hydroxyethyl)-4-methyl-7-oxo-1-azabicyclo[3.2.0]hept-2-ene-2-carboxylic acid monosodium salt). The yield is 67.0%. Reaction SMILES: [N+](C1C=CC(C[O:11][C:12]([C:14]2[N:15]3[CH:18]([CH:19]([CH3:32])[C:20]=2[S:21][CH:22]2[CH2:26][CH:25]([CH2:27][O:28][C:29]([NH2:31])=[O:30])[O:24][CH2:23]2)[CH:17]([CH:33]([OH:35])[CH3:34])[C:16]3=[O:36])=[O:13])=CC=1)([O-])=O.C(=O)(O)[O-].[Na+:41].O.[H][H]>[Pd].O1CCOCC1>[Na+:41].[NH2:31][C:29]([O:28][CH2:27][CH:25]1[O:24][CH2:23][CH:22]([S:21][C:20]2[CH:19]([CH3:32])[CH:18]3[N:15]([C:16](=[O:36])[CH:17]3[CH:33]([OH:35])[CH3:34])[C:14]=2[C:12]([O-:13])=[O:11])[CH2:26]1)=[O:30] |f:1.2,7.8|. Procedure: A mixture of 0.181 g of product from Example 17, 0.032 g of sodium bicarbonate, 2 ml of water, 11 ml of dioxane and 0.100 g of 10% palladium/carbon is reduced in a Parr apparatus at 42 psi of hydrogen for 3 hours. The reaction mixture is filtered through a pad of diatomaceous earth, washed with water and concentrated to 1/2 volume. The solution is extracted with ethyl acetate and the aqueous layer is freeze-dried. The product is purified using C18 reverse phase chromatography (95/5 water/ethyl a... The reactants are S(=O)(=O)(Cl)Cl (Sulfonyl chloride), C(C1=CC=CC=C1)OC1=CC2=C(C=C(S2)CO)C=C1 ((6-benzyloxy-benzothien-2-yl) methanol). The solvent is ClCCl (dichloromethane). The product is C(C1=CC=CC=C1)OC1=CC2=C(C=C(S2)CCl)C=C1 (6-Benzyloxy-2-(chloromethyl)-benzothiophene). Reaction SMILES: S(Cl)([Cl:4])(=O)=O.[CH2:6]([O:13][C:14]1[CH:24]=[CH:23][C:17]2[CH:18]=[C:19]([CH2:21]O)[S:20][C:16]=2[CH:15]=1)[C:7]1[CH:12]=[CH:11][CH:10]=[CH:9][CH:8]=1>ClCCl>[CH2:6]([O:13][C:14]1[CH:24]=[CH:23][C:17]2[CH:18]=[C:19]([CH2:21][Cl:4])[S:20][C:16]=2[CH:15]=1)[C:7]1[CH:12]=[CH:11][CH:10]=[CH:9][CH:8]=1. Procedure details: Sulfonyl chloride (20 ml) is added to a solution of (6-benzyloxy-benzothien-2-yl) methanol (4.20 g, 15.50 mmol) in dichloromethane (40 ml). The mixture was maintained at reflux for 2 h, cooled at room temperature then concentrated under vacuum to give 4.20 g as an oil.